This data is from the Open Reaction Database (ORD), a public repository of structured organic reaction records. The task is: describe an organic reaction: reactants, conditions, products, and yield Starting materials: N1C=CC=2C(=CC=CC12)C=O (indole-4-carbaldehyde), C(CCCCC)Br (n-hexyl bromide), C([O-])([O-])=O.[K+].[K+] (potassium carbonate), aqueous solution, [Cl-].[NH4+] (ammonium chloride). The solvent is CN(C=O)C (dimethylformamide). Reaction conditions: temperature 55 celsius, time 12.5 hour. Yields the product C(CCCCC)N1C=CC=2C(=CC=CC12)C=O (1-hexylindole-4-carbaldehyde). The yield is 60.5%. RXN SMILES: [NH:1]1[C:9]2[CH:8]=[CH:7][CH:6]=[C:5]([CH:10]=[O:11])[C:4]=2[CH:3]=[CH:2]1.[CH2:12](Br)[CH2:13][CH2:14][CH2:15][CH2:16][CH3:17].C(=O)([O-])[O-].[K+].[K+].[Cl-].[NH4+]>CN(C)C=O>[CH2:12]([N:1]1[C:9]2[CH:8]=[CH:7][CH:6]=[C:5]([CH:10]=[O:11])[C:4]=2[CH:3]=[CH:2]1)[CH2:13][CH2:14][CH2:15][CH2:16][CH3:17] |f:2.3.4,5.6|. Procedure details: There were dissolved, in 26 ml of dimethylformamide, 2.00 g of indole-4-carbaldehyde and 4.64 g of n-hexyl bromide, followed by addition of 9.52 g of potassium carbonate and heating the reaction solution to 55° C. with stirring for 12.5 hours. The reaction solution was poured into 500 ml of a 10% aqueous solution of ammonium chloride followed by extraction with ethyl acetate (150 ml×3). The resulting organic phase was washed with a saturated common salt solution, dried over anhydrous sodium sulf... The reactants are FC1=CC=C(OC2=NN3C(S2)=NC=C3I)C=C1 (2-(4-Fluoro-phenoxy)-5-iodo-imidazo[2,1-b][1,3,4]thiadiazole), C(C)(=O)NC1=CC=C(C=C1)B(O)O (4-acetamidophenylboronic acid), C([O-])([O-])=O.[Cs+].[Cs+] (cesium carbonate), O (water). Reagents/catalysts: Cl[Pd]([P](C1=CC=CC=C1)(C2=CC=CC=C2)C3=CC=CC=C3)([P](C4=CC=CC=C4)(C5=CC=CC=C5)C6=CC=CC=C6)Cl (dichlorobis(triphenylphosphine)palladium(II)). Solvent: O1CCOCC1 (1,4-dioxane), C(C)OCC (diethylether). Conditions: temperature 140 celsius. The product is FC1=CC=C(OC2=NN3C(S2)=NC=C3C3=CC=C(C=C3)NC(C)=O)C=C1 (N-{4-[2-(4-fluoro-phenoxy)-imidazo[2,1-b][1,3,4]thiadiazol-5-yl]-phenyl}-acetamide). Isolated yield 42.7%. As a reaction SMILES: [F:1][C:2]1[CH:17]=[CH:16][C:5]([O:6][C:7]2[S:11][C:10]3=[N:12][CH:13]=[C:14](I)[N:9]3[N:8]=2)=[CH:4][CH:3]=1.[C:18]([NH:21][C:22]1[CH:27]=[CH:26][C:25](B(O)O)=[CH:24][CH:23]=1)(=[O:20])[CH3:19].C(=O)([O-])[O-].[Cs+].[Cs+].O>O1CCOCC1.Cl[Pd](Cl)([P](C1C=CC=CC=1)(C1C=CC=CC=1)C1C=CC=CC=1)[P](C1C=CC=CC=1)(C1C=CC=CC=1)C1C=CC=CC=1.C(OCC)C>[F:1][C:2]1[CH:17]=[CH:16][C:5]([O:6][C:7]2[S:11][C:10]3=[N:12][CH:13]=[C:14]([C:25]4[CH:26]=[CH:27][C:22]([NH:21][C:18](=[O:20])[CH3:19])=[CH:23][CH:24]=4)[N:9]3[N:8]=2)=[CH:4][CH:3]=1 |f:2.3.4,^1:46,65|. Procedure: 2-(4-Fluoro-phenoxy)-5-iodo-imidazo[2,1-b][1,3,4]thiadiazole (0.15 g, 0.42 mmol) was suspended in 1,4-dioxane (1.5 mL) at room temperature and argon was bubbled into the mixture while dichlorobis(triphenylphosphine)palladium(II) (29 mg, 0.042 mmol), 4-acetamidophenylboronic acid (85 mg, 0.48 mmol), cesium carbonate (271 mg, 0.83 mmol) and water (1.5 mL) were added. The mixture was deoxygenated for 10 minutes and heated under microwave irradiation at 140° C. for 20 minutes. On cooling, the result...